This data is from the Open Reaction Database (ORD), a public repository of structured organic reaction records. The task is: describe an organic reaction: reactants, conditions, products, and yield Reactants: CCOCC.C(C)(C)(C)OCC(CCCCCCC\C=C/C\C=C/CCCCC)OC (ether (Z,Z)-(±)-1-t-butoxy-2-methoxy-10,13-nonadecadiene), C-1 hydroxyl, ferric chloride. Run in C(C)(=O)OC(C)=O (acetic anhydride). The product is COC(CO)CCCCCCC\C=C/C\C=C/CCCCC ((Z,Z)-(±)-2-methoxy-10,13-nonadecadien-1-ol). RXN SMILES: CCOCC.C([O:10][CH2:11][CH:12]([O:30][CH3:31])[CH2:13][CH2:14][CH2:15][CH2:16][CH2:17][CH2:18][CH2:19]/[CH:20]=[CH:21]\[CH2:22]/[CH:23]=[CH:24]\[CH2:25][CH2:26][CH2:27][CH2:28][CH3:29])(C)(C)C>C(OC(=O)C)(=O)C>[CH3:31][O:30][CH:12]([CH2:13][CH2:14][CH2:15][CH2:16][CH2:17][CH2:18][CH2:19]/[CH:20]=[CH:21]\[CH2:22]/[CH:23]=[CH:24]\[CH2:25][CH2:26][CH2:27][CH2:28][CH3:29])[CH2:11][OH:10] |f:0.1|. Reported procedure: (Z,Z)-(±)-1-t-butoxy-10,13-nonadecadiene-2-ol, from Example 1, was reacted with methyl iodide under Williamson conditions as in Example 1 to yield the mixed ether (Z,Z)-(±)-1-t-butoxy-2-methoxy-10,13-nonadecadiene; and the ether on the C-1 hydroxyl was cleaved by ferric chloride in acetic anhydride to yield (Z,Z)-(±)-2-methoxy-10,13-nonadecadien-1-ol having the following characteristics. Reactants: COC([O-])=O.C[N+](C)(C)C (tetramethylammonium monomethylcarbonate), O (water). The solvent is CO (methanol). Reaction conditions: time 3 hour. The product is C(O)([O-])=O.C[N+](C)(C)C (Tetramethylammonium hydrogencarbonate). As a reaction SMILES: C[O:2][C:3](=[O:5])[O-:4].[CH3:6][N+:7]([CH3:10])([CH3:9])[CH3:8].O>CO>[C:3](=[O:2])([O-:5])[OH:4].[CH3:6][N+:7]([CH3:10])([CH3:9])[CH3:8] |f:0.1,4.5|. Reported procedure: 108.0 g of tetramethylammonium monomethylcarbonate, 72.0 g of water and 32.0 g of methanol were introduced in the same reactor as used in Preparation Example 1 and heated with stirring. After the temperature in the reactor reached 100° C., the reaction was continued for 3 hours at 100° C. Tetramethylammonium hydrogencarbonate was obtained in a yield of 98.5 mol %. Reactants: sodium n-propoxide, CC1=[N+](C=CC(=C1)[N+](=O)[O-])[O-] (2-methyl-4-nitropyridine-1-oxide), C(CC)O (n-propanol), [Na] (sodium), C(CC)O (n-propanol). Product: CC1=[N+](C=CC(=C1)OCCC)[O-] (2-methyl-4-propoxypyridine-1-oxide). As a reaction SMILES: [Na].[CH3:2][C:3]1[CH:8]=[C:7]([N+]([O-])=O)[CH:6]=[CH:5][N+:4]=1[O-:12].[CH2:13]([OH:16])[CH2:14][CH3:15]>>[CH3:2][C:3]1[CH:8]=[C:7]([O:16][CH2:13][CH2:14][CH3:15])[CH:6]=[CH:5][N+:4]=1[O-:12] |^1:0|. Procedure details: To a solution of sodium n-propoxide solution prepared by dissolving sodium (1.7 g) in n-propanol (200 ml) was added to a hot solution of 2-methyl-4-nitropyridine-1-oxide (5.2 g) in n-propanol (210 ml). The mixture was stirred for ten minutes, then n-propanol was evaporated off. To the residue was added chloroform under ice-cooling, and insoluble materials were removed by means of celite filtration. From the resultant solution was removed chloroform by evaporation. The residue was subjected to a ... The reactants are IC=1C=C2C(=C(N(C2=CC1)C(=O)OCCC(C)(C)C)C(=O)[O-])S(=O)(=O)N1CCOCC1 (1-tert-Butyl-2-ethyl 5-iodo-3-(morpholin-4-ylsulfonyl)-1H-indole-1,2-dicarboxylate), C(CCC)[Sn](C1=NC=CN=C1)(CCCC)CCCC (2-(tributylstannyl)pyrazine), C1(=C(C=CC=C1)P(C1=C(C=CC=C1)C)C1=C(C=CC=C1)C)C (tri-o-tolylphosphine), C(=O)(O)[O-].[Na+] (NaHCO3). The reagents and catalysts are C(C)(=O)[O-].[Pd+2].C(C)(=O)[O-] (palladium(II)acetate). Run in CN(C)C=O (DMF). Reaction conditions: temperature 120 celsius. Product: N1(CCOCC1)S(=O)(=O)C1=C(NC2=CC=C(C=C12)C1=NC=CN=C1)C(=O)OCC (Ethyl 3-(morpholin-4-ylsulfonyl)-5-pyrazin-2-yl-1H-indole-2-carboxylate). RXN SMILES: I[C:2]1[CH:3]=[C:4]2[C:8](=[CH:9][CH:10]=1)[N:7](C(OCCC(C)(C)C)=O)[C:6]([C:20]([O-:22])=[O:21])=[C:5]2[S:23]([N:26]1[CH2:31][CH2:30][O:29][CH2:28][CH2:27]1)(=[O:25])=[O:24].C([Sn](CCCC)(CCCC)[C:37]1[CH:42]=[N:41][CH:40]=[CH:39][N:38]=1)CCC.[C:51]1(C)C=CC=C[C:52]=1P(C1C=CC=CC=1C)C1C=CC=CC=1C.C([O-])(O)=O.[Na+]>CN(C=O)C.C([O-])(=O)C.[Pd+2].C([O-])(=O)C>[N:26]1([S:23]([C:5]2[C:4]3[C:8](=[CH:9][CH:10]=[C:2]([C:37]4[CH:42]=[N:41][CH:40]=[CH:39][N:38]=4)[CH:3]=3)[NH:7][C:6]=2[C:20]([O:22][CH2:51][CH3:52])=[O:21])(=[O:24])=[O:25])[CH2:27][CH2:28][O:29][CH2:30][CH2:31]1 |f:3.4,6.7.8|. Reported procedure: 1-tert-Butyl-2-ethyl 5-iodo-3-(morpholin-4-ylsulfonyl)-1H-indole-1,2-dicarboxylate (100 mg, 0.18 mmol, 1.0 equiv), 2-(tributylstannyl)pyrazine (91 mg, 0.25 mmol, 1.4 equiv), tri-o-tolylphosphine (11 mg, 0.04 mmol, 0.2 equiv) and palladium(II)acetate (4.0 mg, 0.02 mmol, 0.1 equiv) were dissolved in 2 mL of dry DMF and heated to 120° C. for 18 hours. The mixture was cooled to ambient temperature, poured into aqueous saturated NaHCO3 and the aqueous layer was extracted 3 times with dichloromethane....